This data is from the Open Reaction Database (ORD), a public repository of structured organic reaction records. The task is: describe an organic reaction: reactants, conditions, products, and yield Starting materials: OC=1C=C(C(=O)O)C=CC1 (3-hydroxybenzoic acid), Cl (HCl), IC(C)C (2-iodopropane), C(=O)([O-])[O-].[K+].[K+] (K2CO3). The solvent is O (water), CC(CC)=O (2-butanone). Yields the product C(C)(C)OC=1C=C(C(=O)O)C=CC1 (3-isopropoxybenzoic acid). As a reaction SMILES: [OH:1][C:2]1[CH:3]=[C:4]([CH:8]=[CH:9][CH:10]=1)[C:5]([OH:7])=[O:6].I[CH:12]([CH3:14])[CH3:13].C([O-])([O-])=O.[K+].[K+].Cl>O.CC(=O)CC>[CH:12]([O:1][C:2]1[CH:3]=[C:4]([CH:8]=[CH:9][CH:10]=1)[C:5]([OH:7])=[O:6])([CH3:14])[CH3:13] |f:2.3.4|. Procedure: Combine 3-hydroxybenzoic acid (100 mmol), 2-iodopropane (500 mmol), K2CO3 (300 mmol), and 2-butanone (300 mL). Heat at reflux for 72 h. Concentrate in vacuo to obtain a residue. Add water (500 mL) and cool in an ice bath. Adjust to pH 1 by dropwise addition of concentrated HCl. Extract with dichloromethane (3×200 mL). Extract the combined organic layers with water (200 mL), dry over Na2SO4, filter, and concentrate in vacuo to obtain a residue. Purify to obtain the title compound. The reactants are S(=O)(=O)(Cl)Cl (sulfuryl chloride), C(OCOC(C1=C(C=C(C(=C1)S(=O)(=O)N)Cl)NCC=1OC=CC1)=O)(SCC)=O (O-(5-(aminosulfonyl)-4-chloro-2-[(2-furanylmethyl)amino]benzoyloxymethyl) S-ethyl carbonothioate). Solvent: ClCCl (dichloromethane), ClCCl (dichloromethane). Run at time 15 minute. Yields the product C(OCOC(C1=C(C=C(C(=C1)S(=O)(=O)N)Cl)NCC=1OC=CC1)=O)(=O)Cl (5-(aminosulfonyl)-4-chloro-2-[(2-furanylmethyl)amino]benzoyloxymethyl carbonochloridate). Reaction SMILES: S(Cl)([Cl:4])(=O)=O.[C:6](=[O:33])(SCC)[O:7][CH2:8][O:9][C:10](=[O:29])[C:11]1[CH:16]=[C:15]([S:17]([NH2:20])(=[O:19])=[O:18])[C:14]([Cl:21])=[CH:13][C:12]=1[NH:22][CH2:23][C:24]1[O:25][CH:26]=[CH:27][CH:28]=1>ClCCl>[C:6]([Cl:4])(=[O:33])[O:7][CH2:8][O:9][C:10](=[O:29])[C:11]1[CH:16]=[C:15]([S:17]([NH2:20])(=[O:19])=[O:18])[C:14]([Cl:21])=[CH:13][C:12]=1[NH:22][CH2:23][C:24]1[O:25][CH:26]=[CH:27][CH:28]=1. Reported procedure: Freshly distilled sulfuryl chloride (0.050 mole) in dichloromethane (25 mL) is added to O-(5-(aminosulfonyl)-4-chloro-2-[(2-furanylmethyl)amino]benzoyloxymethyl) S-ethyl carbonothioate (1005) (0.050 mole) in dichloromethane (25 mL) at 0-5° C. with stirring during 15 minutes followed by stirring at ambient temperature for 45 minutes. The volatiles are removed by evaporation at ambient temperature and then at 20 millibar for 16 hours. The crude product is dissolved in ethyl acetate and applied to ... Starting materials: [BH4-].[Na+] (sodium borohydride), C(C)(=O)SCC(C(=O)N1[C@H](C(=O)O)CCC1)CCC(C(C)C)=O (1-[2-(acetylthiomethyl)-5-oxo-6-methylheptanoyl]-L-proline), Cl (hydrochloric acid). Run in O (water), CO (methanol). Yields the product C(C)(=O)SCC(C(=O)N1[C@H](C(=O)O)CCC1)CCC(C(C)C)O (1-[2-(acetylthiomethyl)-5-hydroxy-6-methylheptanoyl]-L-proline). As a reaction SMILES: [C:1]([S:4][CH2:5][CH:6]([CH2:17][CH2:18][C:19](=[O:23])[CH:20]([CH3:22])[CH3:21])[C:7]([N:9]1[CH2:16][CH2:15][CH2:14][C@H:10]1[C:11]([OH:13])=[O:12])=[O:8])(=[O:3])[CH3:2].[BH4-].[Na+].Cl>CO.O>[C:1]([S:4][CH2:5][CH:6]([CH2:17][CH2:18][CH:19]([OH:23])[CH:20]([CH3:21])[CH3:22])[C:7]([N:9]1[CH2:16][CH2:15][CH2:14][C@H:10]1[C:11]([OH:13])=[O:12])=[O:8])(=[O:3])[CH3:2] |f:1.2|. Procedure details: 1-[2-(acetylthiomethyl)-5-oxo-6-methylheptanoyl]-L-proline (1.5 g.) is dissolved in cold methanol (10 ml.) and sodium borohydride (0.12 g.) is added. After two hours the reaction mixture is diluted with water (100 ml.) acidified with concentrated hydrochloric acid and extracted with ethyl acetate. The organic layer is dried and concentrated to dryness in vacuo to give 1-[2-(acetylthiomethyl)-5-hydroxy-6-methylheptanoyl]-L-proline. Procedure: Aqueous hydrogen peroxide (30% w/v, 4 mL) was added to an ice-cold suspension of 5′-acetamido-2′-hydroxychalcone (5) (2.00 g, 7.11 mmol) and 1 M NaOH (20 mL) in ethanol (60 mL). The mixture was allowed to warm to room temperature and was vigorously stirred overnight. The mixture was acidified with 1 M HCl and the precipitate formed was collected by filtration to afford the flavonol (6) as a bright yellow powder (1.04 g, 50%), m.p. 241-242° C. 1H NMR (399.7 MHz, d6-DMSO) δ 2.10 (s, 3H, CH3); 7.48... Reaction SMILES: [OH:1]O.[C:3]([NH:6][C:7]1[CH:8]=[CH:9][C:10]([OH:23])=[C:11]([CH:22]=1)[C:12](=[O:21])[CH:13]=[CH:14][C:15]1[CH:20]=[CH:19][CH:18]=[CH:17][CH:16]=1)(=[O:5])[CH3:4].[OH-].[Na+].Cl>C(O)C>[C:3]([NH:6][C:7]1[CH:22]=[C:11]2[C:10](=[CH:9][CH:8]=1)[O:23][C:14]([C:15]1[CH:16]=[CH:17][CH:18]=[CH:19][CH:20]=1)=[C:13]([OH:1])[C:12]2=[O:21])(=[O:5])[CH3:4] |f:2.3|. Isolated yield 50.0%. Product: C(C)(=O)NC=1C=C2C(C(=C(OC2=CC1)C1=CC=CC=C1)O)=O (6-Acetamidoflavonol). Conditions: time 8 hour. The reactants are OO (hydrogen peroxide), ice, C(C)(=O)NC=1C=CC(=C(C(C=CC2=CC=CC=C2)=O)C1)O (5′-Acetamido-2′-hydroxychalcone), [OH-].[Na+] (NaOH), Cl (HCl). Run in C(C)O (ethanol). The reactants are ethyl ester, ClC=1C=CC2=C(C(CC(O2)C(=O)O)O)C1 (6-chloro-3,4-dihydro-4-hydroxy-2H-1-benzopyran-2-carboxylic acid), ethyl ester, ClC=1C=CC2=C(C(CC(O2)C(=O)O)=O)C1 (6-chloro-3,4-dihydro-4-oxo-2H-1-benzopyran-2-carboxylic acid), [BH4-].[Na+] (sodium borohydride), C(C=C)N (2-propenamine). The solvent is C(C)O (ethanol). Run at time 72 hour. The product is ClC=1C=CC2=C(C(=CC(O2)C(=O)NCC=C)O)C1 (6-Chloro-4-hydroxy-N-(2-propenyl)-2H-1-benzopyran-2-carboxamide). Reaction SMILES: [Cl:1][C:2]1[CH:3]=[CH:4][C:5]2[O:10][CH:9]([C:11]([OH:13])=O)[CH2:8][CH:7]([OH:14])[C:6]=2[CH:15]=1.ClC1C=CC2OC(C(O)=O)CC(=O)C=2C=1.[BH4-].[Na+].[CH2:33]([NH2:36])[CH:34]=[CH2:35]>C(O)C>[Cl:1][C:2]1[CH:3]=[CH:4][C:5]2[O:10][CH:9]([C:11]([NH:36][CH2:33][CH:34]=[CH2:35])=[O:13])[CH:8]=[C:7]([OH:14])[C:6]=2[CH:15]=1 |f:2.3|. Procedure: A solution of 512 mg of the ethyl ester of 6-chloro-3,4-dihydro-4-hydroxy-2H-1-benzopyran-2-carboxylic acid, (prepared by treating the ethyl ester of 6-chloro-3,4-dihydro-4-oxo-2H-1-benzopyran-2-carboxylic acid (Witiak et al., supra) with sodium borohydride), 570 mg of 2-propenamine and 20 ml of ethanol was stirred at room temperature for 72 hours, then stirred for 3 hours while heated by a steam bath. The solvent was stripped off and the residue was crystallized from methylene chloride/hexane t... The reactants are COC([C@@H](NC(=O)OC1CCCCC1)CC1(CC=CC=C1)C)=O (1-methylcyclohexyloxycarbonyl phenylalanine methyl ester), S(O)(O)(=O)=O (sulfuric acid), CO (methanol), [OH-].[Na+] (sodium hydroxide). Run in O (water). Reaction conditions: temperature 25 celsius, time 46 hour. Yields the product CC1(CCCCC1)OC(=O)N[C@@H](CC1=CC=CC=C1)C(=O)O (N-(1-methylcyclohexyloxycarbonyl)-phenylalanine). As a reaction SMILES: C[O:2][C:3](=[O:23])[C@H:4]([CH2:15][C:16]1(C)[CH:21]=[CH:20][CH:19]=[CH:18][CH2:17]1)[NH:5][C:6]([O:8][CH:9]1[CH2:14][CH2:13][CH2:12][CH2:11][CH2:10]1)=[O:7].[CH3:24]O.[OH-].[Na+].S(=O)(=O)(O)O>O>[CH3:24][C:9]1([O:8][C:6]([NH:5][C@H:4]([C:3]([OH:2])=[O:23])[CH2:15][C:16]2[CH:17]=[CH:18][CH:19]=[CH:20][CH:21]=2)=[O:7])[CH2:10][CH2:11][CH2:12][CH2:13][CH2:14]1 |f:2.3|. Procedure: Saponification of the above ester is accomplished by dissolving the oil in 10 ml. of methanol; 10 ml. of water is added and the pH of the mixture adjusted to 12 by addition of 1 N sodium hydroxide. The reaction is allowed to stir for 46 hours at 25°C. The pH of the reaction is adjusted to 7 by addition of 2 N sulfuric acid. The methanol solvent is removed in vacuo, saturated sodium bicarbonate is added to the residual aqueous solution, and then washed twice with ether. The reaction mixture is ac... Reactants: IC=1C=C2C=NN(C2=CC1)C=1C=NC=CC1 (5-Iodo-1-(3-pyridinyl)indazole), NC(C(O)C=1C=NC(=CC1)OC)C (2-Amino-1-[6-methoxypyridin-3-yl]propan-1-ol), C([O-])([O-])=O.[Cs+].[Cs+] (caesium carbonate). The reagents and catalysts are [Cu]I (copper(I)iodide). Solvent: C(CCC)#N (butyronitrile), C1(=CC=CC=C1)C (toluene). Run at temperature 130 celsius, time 20 hour. The product is COC1=CC=C(C=N1)C(C(C)N)OC=1C=C2C=NN(C2=CC1)C=1C=NC=CC1 (1-[6-Methoxypyridin-3-yl]-1-[1-(pyridin-3-yl)indazol-5-yl]oxypropan-2-amine). Reaction SMILES: I[C:2]1[CH:3]=[C:4]2[C:8](=[CH:9][CH:10]=1)[N:7]([C:11]1[CH:12]=[N:13][CH:14]=[CH:15][CH:16]=1)[N:6]=[CH:5]2.[NH2:17][CH:18]([CH3:29])[CH:19]([C:21]1[CH:22]=[N:23][C:24]([O:27][CH3:28])=[CH:25][CH:26]=1)[OH:20].C(=O)([O-])[O-].[Cs+].[Cs+]>C(#N)CCC.C1(C)C=CC=CC=1.[Cu]I>[CH3:28][O:27][C:24]1[N:23]=[CH:22][C:21]([CH:19]([O:20][C:2]2[CH:3]=[C:4]3[C:8](=[CH:9][CH:10]=2)[N:7]([C:11]2[CH:12]=[N:13][CH:14]=[CH:15][CH:16]=2)[N:6]=[CH:5]3)[CH:18]([NH2:17])[CH3:29])=[CH:26][CH:25]=1 |f:2.3.4|. Procedure: 5-Iodo-1-(3-pyridinyl)indazole (750 mg, 2.3 mmole), 2-Amino-1-[6-methoxypyridin-3-yl]propan-1-ol (410 mg, 2.2 mmol), copper(I)iodide (42 mg, 0.22 mmol) and caesium carbonate (1.45 g, 4.5 mmole) were suspended in butyronitrile (2.4 mL) and toluene (4.8 mL). The reaction vessel was capped and the mixture was stirred at 130° C. for 20 hours. Then the solvent was removed i.vac., and the product purified by chromatography on silica gel. Yield 254 mg (3 0%) as a racemic mixture of two diastereomeres.